Dataset: the Open Reaction Database (ORD), a public repository of structured organic reaction records. Task: describe an organic reaction: reactants, conditions, products, and yield Starting materials: CC(C)(C)[Si](C)(C)Oc1ccc(C2(O)CCC(=O)CC2)cc1, CCCC[N+](CCCC)(CCCC)CCCC, [F-]. Yields the product O=C1CCC(O)(c2ccc(O)cc2)CC1. Reaction SMILES: [C:19]([Si:20]([CH3:21])([CH3:22])[O:24][c:25]1[cH:26][cH:27][c:28]([C:31]2([OH:38])[CH2:32][CH2:33][C:34](=[O:37])[CH2:35][CH2:36]2)[cH:29][cH:30]1)([CH3:23])([CH3:39])[CH3:40].[CH2:2]([N+:3]([CH2:4][CH2:5][CH2:6][CH3:7])([CH2:8][CH2:9][CH2:10][CH3:11])[CH2:12][CH2:13][CH2:14][CH3:15])[CH2:16][CH2:17][CH3:18].[F-:1]>>[OH:24][c:25]1[cH:26][cH:27][c:28]([C:31]2([OH:38])[CH2:32][CH2:33][C:34](=[O:37])[CH2:35][CH2:36]2)[cH:29][cH:30]1. Reactants: Cl.COC=1C=C(C=CC1)CC(=O)NCCC1=CC(=CC=C1)OC (3-methoxy-N-[2-(3-methoxyphenyl)-ethyl]-benzene-ethanamide hydrochloride), C([O-])([O-])=O.[K+].[K+] (potassium carbonate), C(CC)I (propyl iodide). Run in CC(=O)C (acetone). Product: COC=1C=C(C=CC1)CCN(CCC)CCC1=CC(=CC=C1)OC (3-methoxy-N-[2-(3-methoxyphenyl)-ethyl]-N-propyl-benzene-ethanamine). The yield is 97.3%. Reaction SMILES: Cl.[CH3:2][O:3][C:4]1[CH:5]=[C:6]([CH2:10][C:11]([NH:13][CH2:14][CH2:15][C:16]2[CH:21]=[CH:20][CH:19]=[C:18]([O:22][CH3:23])[CH:17]=2)=O)[CH:7]=[CH:8][CH:9]=1.C(=O)([O-])[O-].[K+].[K+].[CH2:30](I)[CH2:31][CH3:32]>CC(C)=O>[CH3:2][O:3][C:4]1[CH:5]=[C:6]([CH2:10][CH2:11][N:13]([CH2:14][CH2:15][C:16]2[CH:21]=[CH:20][CH:19]=[C:18]([O:22][CH3:23])[CH:17]=2)[CH2:30][CH2:31][CH3:32])[CH:7]=[CH:8][CH:9]=1 |f:0.1,2.3.4|. Procedure details: A suspension of 8.75 g of the product of Step A, 17.5 g of calcined neutral potassium carbonate, 17.5 g of propyl iodide and 180 ml of acetone was refluxed for 61/2 hours under nitrogen and the mixture was then filtered. The filtrate was evaporated to dryness and the residue was taken up in ether. The ether solution was washed with water, dried and evaporated to dryness to obtain 8.3 g of 3-methoxy-N-[2-(3-methoxyphenyl)-ethyl]-N-propyl-benzene-ethanamine which was used as is for the next step. The reactants are NC1=CN=C2C(=[N+]1[O-])CN(CC2)C(C)=O (3-amino-6-acetyl-5,6,7,8-tetrahydro-pyrido[3,4-b]pyrazine-4-oxide), S(=O)([O-])S(=O)[O-].[Na+].[Na+] (sodium dithionite). The product is NC1=CN=C2C(=N1)CN(CC2)C(C)=O (3-Amino-6-acetyl-5,6,7,8-tetrahydro-pyrido[3,4-b]pyrazine). RXN SMILES: [NH2:1][C:2]1[N+:7]([O-])=[C:6]2[CH2:9][N:10]([C:13](=[O:15])[CH3:14])[CH2:11][CH2:12][C:5]2=[N:4][CH:3]=1.S(S([O-])=O)([O-])=O.[Na+].[Na+]>>[NH2:1][C:2]1[N:7]=[C:6]2[CH2:9][N:10]([C:13](=[O:15])[CH3:14])[CH2:11][CH2:12][C:5]2=[N:4][CH:3]=1 |f:1.2.3|. Reported procedure: This intermediate was prepared analogous to Example 19 from 3-amino-6-acetyl-5,6,7,8-tetrahydro-pyrido[3,4-b]pyrazine-4-oxide by reduction with sodium dithionite. The reactants are O (H2O), COC(=O)C1C2C(N(C1)C(=O)OCC1=CC=CC=C1)CCN2C(=O)OC(C)(C)C (Hexahydro-pyrrolo[3,2-b]pyrrole-1,3,4-tricarboxylic acid 1-benzyl ester 4-tert-butyl ester 3-methyl ester), CO (MeOH), [Li+].[BH4-] (LiBH4). The solvent is C1CCOC1 (THF). Conditions: time 3 hour. Product: C(C)(C)(C)OC(=O)N1CCC2N(CC(C21)CO)C(=O)OCC2=CC=CC=C2 (3-Hydroxymethyl-hexahydro-pyrrolo[3,2-b]pyrrole-1,4-dicarboxylic acid 1-benzyl ester 4-tert-butyl ester). Yield: 75.3%. Reaction SMILES: C[O:2][C:3]([CH:5]1[CH2:9][N:8]([C:10]([O:12][CH2:13][C:14]2[CH:19]=[CH:18][CH:17]=[CH:16][CH:15]=2)=[O:11])[CH:7]2[CH2:20][CH2:21][N:22]([C:23]([O:25][C:26]([CH3:29])([CH3:28])[CH3:27])=[O:24])[CH:6]12)=O.[Li+].[BH4-].CO.O>C1COCC1>[C:26]([O:25][C:23]([N:22]1[CH:6]2[CH:7]([N:8]([C:10]([O:12][CH2:13][C:14]3[CH:15]=[CH:16][CH:17]=[CH:18][CH:19]=3)=[O:11])[CH2:9][CH:5]2[CH2:3][OH:2])[CH2:20][CH2:21]1)=[O:24])([CH3:29])([CH3:27])[CH3:28] |f:1.2|. Procedure: A solution of ester 76 (2.7 g, 6.7 mmol) in THF (15 mL) was cooled to 0° C. and treated with LiBH4 (10 mL, 2M in THF). After 3 h, the solution was slowly treated with MeOH followed by H2O. The solution was then concentrated and diluted with EtOAc. The solution was slowly treated with 1M HCl until gas generation ceased. The solution was extracted with EtOAc, washed with brine, dried over anhydrous Na2SO4, filtered and concentrated. The residue was absorbed onto SiO2 and purified by flash chromato... Reaction SMILES: [Si:1]([N:8]1[C@@H:11]([S:12][C:13]([C:26]2[CH:31]=[CH:30][CH:29]=[CH:28][CH:27]=2)([C:20]2[CH:25]=[CH:24][CH:23]=[CH:22][CH:21]=2)[C:14]2[CH:19]=[CH:18][CH:17]=[CH:16][CH:15]=2)[C@H:10]([C:32](=[O:40])[CH2:33][C:34]2[CH:39]=[CH:38][CH:37]=[CH:36][CH:35]=2)[C:9]1=[O:41])([C:4]([CH3:7])([CH3:6])[CH3:5])([CH3:3])[CH3:2].[BH4-].[Na+]>C1COCC1>[Si:1]([N:8]1[CH:11]([S:12][C:13]([C:20]2[CH:21]=[CH:22][CH:23]=[CH:24][CH:25]=2)([C:14]2[CH:15]=[CH:16][CH:17]=[CH:18][CH:19]=2)[C:26]2[CH:31]=[CH:30][CH:29]=[CH:28][CH:27]=2)[CH:10]([CH:32]([OH:40])[CH2:33][C:34]2[CH:39]=[CH:38][CH:37]=[CH:36][CH:35]=2)[C:9]1=[O:41])([C:4]([CH3:6])([CH3:7])[CH3:5])([CH3:3])[CH3:2] |f:1.2|. Yields the product [Si](C)(C)(C(C)(C)C)N1C(C(C1SC(C1=CC=CC=C1)(C1=CC=CC=C1)C1=CC=CC=C1)C(CC1=CC=CC=C1)O)=O (t-butyldimethylsilyl-3-(1'-hydroxy-2'-phenylethyl)-4-tritylthio-2-azetidinone). The reactants are [Si](C)(C)(C(C)(C)C)N1C([C@H]([C@@H]1SC(C1=CC=CC=C1)(C1=CC=CC=C1)C1=CC=CC=C1)C(CC1=CC=CC=C1)=O)=O (trans 1-(t-butyldimethylsilyl)-3-phenylacetyl-4-tritylthio-2-azetidinone), [BH4-].[Na+] (NaBH4). Yield: 95.5%. Run in C1CCOC1 (THF). Procedure: trans 1-(t-butyldimethylsilyl)-3-phenylacetyl-4-tritylthio-2-azetidinone (28.8 g, 50 mmol) and NaBH4 (0.5 g, 0.25 mole) in THF (200 ml) were stirred at room temperature for 18 h. The mixture was poured onto ice-1N HCl and extracted with CH2Cl2. The CH2Cl2 solution was washed with brine and dried (Na2SO4). It was evaporated to give an amorphous solid (27.7 g). A portion of the solid (23.0 g) was chromatographed on SiO2 and eluted with hexane:ether to give off-white solid (14.4 g) which was found ... Starting materials: O=C([O-])[O-], COc1cc2nccc(O)c2cc1OC, CC#N, [Cs+], [Cs+], O=[N+]([O-])c1ccc(F)c(F)c1. Yields the product COc1cc2nccc(Oc3ccc([N+](=O)[O-])cc3F)c2cc1OC. As a reaction SMILES: [C:16](=[O:17])([O-:18])[O-:19].[CH3:1][O:2][c:3]1[cH:4][c:5]2[c:6]([OH:15])[cH:7][cH:8][n:9][c:10]2[cH:11][c:12]1[O:13][CH3:14].[CH3:33][C:34]#[N:35].[Cs+:20].[Cs+:21].[F:22][c:23]1[c:24]([F:32])[cH:25][c:26]([N+:29](=[O:30])[O-:31])[cH:27][cH:28]1>>[CH3:1][O:2][c:3]1[cH:4][c:5]2[c:6]([O:15][c:23]3[c:24]([F:32])[cH:25][c:26]([N+:29](=[O:30])[O-:31])[cH:27][cH:28]3)[cH:7][cH:8][n:9][c:10]2[cH:11][c:12]1[O:13][CH3:14]. Starting materials: [Mg+2].[Br-].[Br-] (MgBr2), C(CCCC)=O (Valeraldehyde), BrC1=C(C=C(C=C1)C1=NOC(C1)(C(F)(F)F)C1=CC(=CC(=C1)Cl)Cl)C (3-(4-bromo-3-methyl-phenyl)-5-(3,5-dichloro-phenyl)-5-trifluoromethyl-4,5-dihydro-isoxazole), C(C)(C)(C)[Li] (tert-butyllithium), solution, [NH4+].[Cl-] (NH4Cl). Solvent: CCOCC (ether), CCCCC (pentane). Reaction conditions: temperature -78 celsius, time 15 minute. Yields the product ClC=1C=C(C=C(C1)Cl)C1(CC(=NO1)C1=CC(=C(C=C1)C(CC(C)C)O)C)C(F)(F)F (1-{4-[5-(3,5-Dichloro-phenyl)-5-trifluoromethyl-4,5-dihydro-isoxazol-3-yl]-2-methyl-phenyl}-3-methyl-butan-1-ol). Yield: 45.0%. As a reaction SMILES: Br[C:2]1[CH:7]=[CH:6][C:5]([C:8]2[CH2:12][C:11]([C:17]3[CH:22]=[C:21]([Cl:23])[CH:20]=[C:19]([Cl:24])[CH:18]=3)([C:13]([F:16])([F:15])[F:14])[O:10][N:9]=2)=[CH:4][C:3]=1[CH3:25].[C:26]([Li])([CH3:29])([CH3:28])[CH3:27].[Mg+2].[Br-].[Br-].[CH:34](=[O:39])CCCC.[NH4+].[Cl-]>CCOCC.CCCCC>[Cl:24][C:19]1[CH:18]=[C:17]([C:11]2([C:13]([F:16])([F:15])[F:14])[O:10][N:9]=[C:8]([C:5]3[CH:6]=[CH:7][C:2]([CH:34]([OH:39])[CH2:27][CH:26]([CH3:29])[CH3:28])=[C:3]([CH3:25])[CH:4]=3)[CH2:12]2)[CH:22]=[C:21]([Cl:23])[CH:20]=1 |f:2.3.4,6.7|. Procedure details: To a solution of 3-(4-bromo-3-methyl-phenyl)-5-(3,5-dichloro-phenyl)-5-trifluoromethyl-4,5-dihydro-isoxazole (500 mg) in ether (20 mL) was added tert-butyllithium (1.5 mL of a 1.6 M solution in pentane) at −78° C. After 10 min at this temperature, MgBr2 (0.15 M in THF, 10.3 mL) was added dropwise and left for another 15 min. Valeraldehyde (141 μL, 114 mg) was added and the mixture was stirred at −78° C. for 1 h before it was allowed to warm to room temperature over night. Saturated aqueous NH4Cl... Reactants: ClC1=NC=CC(=N1)C1=C(N=C(S1)N1CCOCC1)C=1C(=C(C=CC1)NS(=O)(=O)C=1OC=CC1)F (N-{3-[5-(2-chloro-4-pyrimidinyl)-2-(4-morpholinyl)-1,3-thiazol-4-yl]-2-fluorophenyl}-2-furansulfonamide), [NH4+].[OH-] (NH4OH). Run at temperature 120 celsius. Yields the product NC1=NC=CC(=N1)C1=C(N=C(S1)N1CCOCC1)C=1C(=C(C=CC1)NS(=O)(=O)C=1OC=CC1)F (N-{3-[5-(2-Amino-4-pyrimidinyl)-2-(4-morpholinyl)-1,3-thiazol-4-yl]-2-fluorophenyl}-2-furansulfonamide). RXN SMILES: Cl[C:2]1[N:7]=[C:6]([C:8]2[S:12][C:11]([N:13]3[CH2:18][CH2:17][O:16][CH2:15][CH2:14]3)=[N:10][C:9]=2[C:19]2[C:20]([F:34])=[C:21]([NH:25][S:26]([C:29]3[O:30][CH:31]=[CH:32][CH:33]=3)(=[O:28])=[O:27])[CH:22]=[CH:23][CH:24]=2)[CH:5]=[CH:4][N:3]=1.[NH4+:35].[OH-]>>[NH2:35][C:2]1[N:7]=[C:6]([C:8]2[S:12][C:11]([N:13]3[CH2:18][CH2:17][O:16][CH2:15][CH2:14]3)=[N:10][C:9]=2[C:19]2[C:20]([F:34])=[C:21]([NH:25][S:26]([C:29]3[O:30][CH:31]=[CH:32][CH:33]=3)(=[O:28])=[O:27])[CH:22]=[CH:23][CH:24]=2)[CH:5]=[CH:4][N:3]=1 |f:1.2|. Reported procedure: A suspension of N-{3-[5-(2-chloro-4-pyrimidinyl)-2-(4-morpholinyl)-1,3-thiazol-4-yl]-2-fluorophenyl}-2-furansulfonamide (150 mg, 0.287 mmol) and NH4OH (5 mL, 128 mmol) was heated in a microwave reactor at 120° C. for 40 min. LC-MS looks good for desired product. The reaction mixture was neutralized with 5N HCl and extracted with DCM×2. The crude mixture was evaporated onto silica gel and chromatographed (10-50% 1:9 MeOH:EtOAc in DCM). The title compound was obtained as a yellow solid after tritu... Reactants: C(C)(C)(C)OC(=O)N[C@@H]1C(N(C1)[C@@H](C(=O)O)C1=CC=C(C=C1)OC(=O)OC(C)(C)C)=O ((3S)-3-tert.-butoxycarbonylamino-(αR)-α-(4-tert.-butoxycarbonyloxyphenyl)-2-oxo-1-azetidineacetic acid), C(Cl)(Cl)Cl (CHCl3), CO (MeOH), C1(=CC=CC=C1)C(=[N+]=[N-])C1=CC=CC=C1 (diphenyldiazomethane). The solvent is O1CCOCC1 (dioxan), CC(=O)O (HOAc). Product: C(C)(C)(C)OC(=O)N[C@@H]1C(N(C1)[C@@H](C(=O)OC(C1=CC=CC=C1)C1=CC=CC=C1)C1=CC=C(C=C1)OC(=O)OC(C)(C)C)=O (diphenylmethyl (3S)-3-tert.-butoxycarbonylamino-(αR)-α-(4-tert.-butoxycarbonyloxyphenyl)-2-oxo-1-azetidineacetate). The yield is 88.7%. As a reaction SMILES: [C:1]([O:5][C:6]([NH:8][C@H:9]1[CH2:12][N:11]([C@H:13]([C:17]2[CH:22]=[CH:21][C:20]([O:23][C:24]([O:26][C:27]([CH3:30])([CH3:29])[CH3:28])=[O:25])=[CH:19][CH:18]=2)[C:14]([OH:16])=[O:15])[C:10]1=[O:31])=[O:7])([CH3:4])([CH3:3])[CH3:2].[C:32]1([C:38]([C:41]2[CH:46]=[CH:45][CH:44]=[CH:43][CH:42]=2)=[N+]=[N-])[CH:37]=[CH:36][CH:35]=[CH:34][CH:33]=1.C(Cl)(Cl)Cl.CO>O1CCOCC1.CC(O)=O>[C:1]([O:5][C:6]([NH:8][C@H:9]1[CH2:12][N:11]([C@H:13]([C:17]2[CH:18]=[CH:19][C:20]([O:23][C:24]([O:26][C:27]([CH3:30])([CH3:29])[CH3:28])=[O:25])=[CH:21][CH:22]=2)[C:14]([O:16][CH:38]([C:32]2[CH:37]=[CH:36][CH:35]=[CH:34][CH:33]=2)[C:41]2[CH:46]=[CH:45][CH:44]=[CH:43][CH:42]=2)=[O:15])[C:10]1=[O:31])=[O:7])([CH3:4])([CH3:3])[CH3:2]. Reported procedure: 2 g (4.49 mmols) of (3S)-3-tert.-butoxycarbonylamino-(αR)-α-(4-tert.-butoxycarbonyloxyphenyl)-2-oxo-1-azetidineacetic acid are dissolved in 50 ml of dioxan and 1 g (5.2 mmols) of diphenyldiazomethane is added all at once to this solution. After 4 hours no further starting material can be seen in the TLC (CHCl3 : MeOH:HOAc, 85:12:3). The red colour is removed by adding two drops of glacial acetic acid and the mixture is evaporated in vacuo at a bath temperature of 25°. The colourless foam is diss...